From a dataset of the Open Reaction Database (ORD), a public repository of structured organic reaction records. describe an organic reaction: reactants, conditions, products, and yield The reactants are FC=1C=C(C#N)C=CC1C=O (3-fluoro-4-formylbenzonitrile), CC(CC(C)=O)=O (2,4-pentanedione), C(C)(=O)O (acetic acid), N1CCCCC1 (piperidine). Solvent: ClCCl (dichloromethane), C1CCCCC1.C(C)(=O)OCC (cyclohexane ethyl acetate), ClCCl (dichloromethane). Yields the product C(C)(=O)C(=CC1=C(C=C(C#N)C=C1)F)C(C)=O (4-(2-acetyl-3-oxobut-1-en-1-yl)-3-fluorobenzonitrile). Isolated yield 83.3%. Reaction SMILES: [F:1][C:2]1[CH:3]=[C:4]([CH:7]=[CH:8][C:9]=1[CH:10]=O)[C:5]#[N:6].[CH3:12][C:13](=[O:18])[CH2:14][C:15](=[O:17])[CH3:16].C(O)(=O)C.N1CCCCC1>ClCCl.C1CCCCC1.C(OCC)(=O)C>[C:15]([C:14]([C:13](=[O:18])[CH3:12])=[CH:10][C:9]1[CH:8]=[CH:7][C:4]([C:5]#[N:6])=[CH:3][C:2]=1[F:1])(=[O:17])[CH3:16] |f:5.6|. Reported procedure: 120 mg (0.805 mmol) of 3-fluoro-4-formylbenzonitrile, 80.6 mg (0.805 mmol) of 2,4-pentanedione, 72.5 mg (1.21 mmol) of acetic acid and 14 mg (0.16 mmol) of piperidine are dissolved in 8 ml of dichloromethane and heated under reflux with an inverse water trap overnight. The mixture shows complete conversion (TLC check, mobile phase: cyclohexane/ethyl acetate 5:1). The mixture is diluted with dichloromethane, washed with water and saturated sodium chloride solution and dried with sodium sulfate. T... RXN SMILES: [Br-:38].[Br:1][CH2:2][CH2:3][CH2:4][CH2:5][N:6]1[CH2:7][S:8][C:9]([CH3:12])([CH3:13])[C:10]1=[O:11].[CH3:39][CH2:40][O:41][C:42](=[O:43])[CH3:44].[CH3:45][OH:46].[CH3:50][C:51]#[N:52].[Cl:47][CH2:48][Cl:49].[ClH:14].[I-:36].[K+:30].[K+:31].[Na+:37].[O-:32][C:33]([O-:34])=[O:35].[s:15]1[n:16][c:17]([N:24]2[CH2:25][CH2:26][NH:27][CH2:28][CH2:29]2)[c:18]2[c:19]1[cH:20][cH:21][cH:22][cH:23]2>>[CH2:2]([CH2:3][CH2:4][CH2:5][N:6]1[CH2:7][S:8][C:9]([CH3:12])([CH3:13])[C:10]1=[O:11])[N:27]1[CH2:26][CH2:25][N:24]([c:17]2[n:16][s:15][c:19]3[c:18]2[cH:23][cH:22][cH:21][cH:20]3)[CH2:29][CH2:28]1.[ClH:14]. Product: CC1(C)SCN(CCCCN2CCN(c3nsc4ccccc34)CC2)C1=O, Cl. Starting materials: [Br-], CC1(C)SCN(CCCCBr)C1=O, CCOC(C)=O, CO, CC#N, ClCCl, Cl, [I-], [K+], [K+], [Na+], O=C([O-])[O-], c1ccc2c(N3CCNCC3)nsc2c1. Starting materials: C1CCOC1, CCOCC, [Cl-], [Cl-], ClCCl, Fc1ccc(-c2nc3n(c2I)CCC3)c(F)c1, CC(C)c1nnc2ccc(I)nn12, CN(C)C=O, [Zn+2], c1ccc(P(c2ccccc2)(c2ccccc2)[Pd](P(c2ccccc2)(c2ccccc2)c2ccccc2)(P(c2ccccc2)(c2ccccc2)c2ccccc2)P(c2ccccc2)(c2ccccc2)c2ccccc2)cc1. Product: CC(C)c1nnc2ccc(-c3c(-c4ccc(F)cc4F)nc4n3CCC4)nn12. Reaction SMILES: [CH2:39]1[O:40][CH2:41][CH2:42][CH2:43]1.[CH3:124][CH2:125][O:126][CH2:127][CH3:128].[Cl-:44].[Cl-:46].[Cl:36][CH2:37][Cl:38].[F:1][c:2]1[c:3](-[c:9]2[n:10][c:11]3[n:12]([c:13]2[I:14])[CH2:15][CH2:16][CH2:17]3)[cH:4][cH:5][c:6]([F:8])[cH:7]1.[I:18][c:19]1[cH:20][cH:21][c:22]2[n:23]([n:24]1)[c:25]([CH:28]([CH3:29])[CH3:30])[n:26][n:27]2.[O:31]=[CH:32][N:33]([CH3:34])[CH3:35].[Zn+2:45].[cH:47]1[cH:48][cH:49][c:50]([P:51]([Pd:52]([P:53]([c:54]2[cH:55][cH:56][cH:57][cH:58][cH:59]2)([c:60]2[cH:61][cH:62][cH:63][cH:64][cH:65]2)[c:66]2[cH:67][cH:68][cH:69][cH:70][cH:71]2)([P:72]([c:73]2[cH:74][cH:75][cH:76][cH:77][cH:78]2)([c:79]2[cH:80][cH:81][cH:82][cH:83][cH:84]2)[c:85]2[cH:86][cH:87][cH:88][cH:89][cH:90]2)[P:91]([c:92]2[cH:93][cH:94][cH:95][cH:96][cH:97]2)([c:98]2[cH:99][cH:100][cH:101][cH:102][cH:103]2)[c:104]2[cH:105][cH:106][cH:107][cH:108][cH:109]2)([c:110]2[cH:111][cH:112][cH:113][cH:114][cH:115]2)[c:116]2[cH:117][cH:118][cH:119][cH:120][cH:121]2)[cH:122][cH:123]1>>[F:1][c:2]1[c:3](-[c:9]2[n:10][c:11]3[n:12]([c:13]2-[c:19]2[cH:20][cH:21][c:22]4[n:23]([n:24]2)[c:25]([CH:28]([CH3:29])[CH3:30])[n:26][n:27]4)[CH2:15][CH2:16][CH2:17]3)[cH:4][cH:5][c:6]([F:8])[cH:7]1. Reactants: BrC1=CC=C2C=NN(C2=C1)C (6-bromo-1-methyl-1H-indazole), ClC1=NC=CC=C1B1OC(C)(C)C(C)(C)O1 (2-chloro-3-pyridine boronic acid pinacol ester), C(=O)([O-])[O-].[Na+].[Na+] (Na2CO3), 5-(2-chloropyridin-3-yl)-1H-indazole,6-(-2-chloropyridin-3-yl)-1-methyl-1H-indazole, ClC1=NC=CC=C1C=1C=C2C=NNC2=CC1 (5-(2-chloropyridin-3-yl)-1H-indazole). The reagents and catalysts are C=1C=CC(=CC1)[P](C=2C=CC=CC2)(C=3C=CC=CC3)[Pd]([P](C=4C=CC=CC4)(C=5C=CC=CC5)C=6C=CC=CC6)([P](C=7C=CC=CC7)(C=8C=CC=CC8)C=9C=CC=CC9)[P](C=1C=CC=CC1)(C=1C=CC=CC1)C=1C=CC=CC1 (Pd(PPh3)4). The solvent is O1CCOCC1 (1,4-dioxane), C(Cl)Cl (CH2Cl2). The product is ClC1=NC=CC=C1C1=CC=C2C=NN(C2=C1)C (6-(-2-chloropyridin-3-yl)-1-methyl-1H-indazole). The yield is 78.6%. As a reaction SMILES: Br[C:2]1[CH:10]=[C:9]2[C:5]([CH:6]=[N:7][N:8]2[CH3:11])=[CH:4][CH:3]=1.[Cl:12][C:13]1[C:18](B2OC(C)(C)C(C)(C)O2)=[CH:17][CH:16]=[CH:15][N:14]=1.C([O-])([O-])=O.[Na+].[Na+].ClC1C(C2C=C3C(=CC=2)NN=C3)=CC=CN=1>O1CCOCC1.C1C=CC([P]([Pd]([P](C2C=CC=CC=2)(C2C=CC=CC=2)C2C=CC=CC=2)([P](C2C=CC=CC=2)(C2C=CC=CC=2)C2C=CC=CC=2)[P](C2C=CC=CC=2)(C2C=CC=CC=2)C2C=CC=CC=2)(C2C=CC=CC=2)C2C=CC=CC=2)=CC=1.C(Cl)Cl>[Cl:12][C:13]1[C:18]([C:2]2[CH:10]=[C:9]3[C:5]([CH:6]=[N:7][N:8]3[CH3:11])=[CH:4][CH:3]=2)=[CH:17][CH:16]=[CH:15][N:14]=1 |f:2.3.4,^1:59,61,80,99|. Procedure: Analogous to the preparation of 5-(2-chloropyridin-3-yl)-1H-indazole,6-(-2-chloropyridin-3-yl)-1-methyl-1H-indazole was prepared by heating the mixture of 6-bromo-1-methyl-1H-indazole (2.0 g, 9.5 mmol), 2-chloro-3-pyridine boronic acid pinacol ester (2.2 g, 9.4 mmol), Pd(PPh3)4 (0.54 g, 0.46 mmol) and 2M aq. Na2CO3 (14 mL, 28 mmol) in 1,4-dioxane (75 mL) under argon atmosphere for 12 h. Upon extractive work-up as discussed in the preparation of 5-(2-chloropyridin-3-yl)-1H-indazole with CH2Cl2 an... The reactants are CCCC[N+](CCCC)(CCCC)CCCC, [F-], C1CCOC1, O, C=CCOP(=O)(OCC=C)OCc1c(Cl)cccc1CO[Si](C)(C)C(C)(C)C. Yields the product C=CCOP(=O)(OCC=C)OCc1c(Cl)cccc1CO. Reaction SMILES: [CH3:30][CH2:31][CH2:32][CH2:33][N+:34]([CH2:35][CH2:36][CH2:37][CH3:38])([CH2:39][CH2:40][CH2:41][CH3:42])[CH2:43][CH2:44][CH2:45][CH3:46].[F-:29].[O:48]1[CH2:49][CH2:50][CH2:51][CH2:52]1.[OH2:47].[P:1](=[O:2])([O:3][CH2:4][CH:5]=[CH2:6])([O:7][CH2:8][CH:9]=[CH2:10])[O:11][CH2:12][c:13]1[c:14]([CH2:20][O:21][Si:22]([C:23]([CH3:24])([CH3:25])[CH3:26])([CH3:27])[CH3:28])[cH:15][cH:16][cH:17][c:18]1[Cl:19]>>[P:1](=[O:2])([O:3][CH2:4][CH:5]=[CH2:6])([O:7][CH2:8][CH:9]=[CH2:10])[O:11][CH2:12][c:13]1[c:14]([CH2:20][OH:21])[cH:15][cH:16][cH:17][c:18]1[Cl:19]. Reactants: CCCCC(F)(F)C(=O)CP(=O)(OC)OC, COC(C)(C)C, [LiH], O=CC1C(OC(=O)c2ccccc2)CC2OC(=O)CC21, O. The product is CCCCC(F)(F)C(=O)C=CC1C(OC(=O)c2ccccc2)CC2OC(=O)CC21. As a reaction SMILES: [CH3:1][O:2][P:3](=[O:4])([O:5][CH3:6])[CH2:7][C:8]([C:9]([CH2:10][CH2:11][CH2:12][CH3:13])([F:14])[F:15])=[O:16].[CH3:39][O:40][C:41]([CH3:42])([CH3:43])[CH3:44].[LiH:17].[O:18]=[C:19]1[CH2:20][CH:21]2[CH:22]([O:23]1)[CH2:24][CH:25]([O:29][C:30](=[O:31])[c:32]1[cH:33][cH:34][cH:35][cH:36][cH:37]1)[CH:26]2[CH:27]=[O:28].[OH2:38]>>[CH:7]([C:8]([C:9]([CH2:10][CH2:11][CH2:12][CH3:13])([F:14])[F:15])=[O:16])=[CH:27][CH:26]1[CH:21]2[CH2:20][C:19](=[O:18])[O:23][CH:22]2[CH2:24][CH:25]1[O:29][C:30](=[O:31])[c:32]1[cH:33][cH:34][cH:35][cH:36][cH:37]1. The reactants are IC1=C(C(=O)O)C=CC=C1 (o-iodobenzoic acid), N1=CC=CC=C1 (pyridine), cuprous chloride, SC1=CC2=CC=CC=C2C=C1 (2-mercaptonaphthalene), C([O-])([O-])=O.[K+].[K+] (potassium carbonate). Run in O (water). Yields the product C1=C(C=CC2=CC=CC=C12)SC1=C(C(=O)O)C=CC=C1 (2-(2-naphthylthio)benzoic acid). Reaction SMILES: I[C:2]1[CH:10]=[CH:9][CH:8]=[CH:7][C:3]=1[C:4]([OH:6])=[O:5].[SH:11][C:12]1[CH:21]=[CH:20][C:19]2[C:14](=[CH:15][CH:16]=[CH:17][CH:18]=2)[CH:13]=1.C(=O)([O-])[O-].[K+].[K+].N1C=CC=CC=1>O>[CH:13]1[C:14]2[C:19](=[CH:18][CH:17]=[CH:16][CH:15]=2)[CH:20]=[CH:21][C:12]=1[S:11][C:2]1[CH:10]=[CH:9][CH:8]=[CH:7][C:3]=1[C:4]([OH:6])=[O:5] |f:2.3.4|. Procedure details: A well stirred mixture of 37.2 g. (0.15 mole) of o-iodobenzoic acid, 34.0 g. (0.15 mole) of 2-mercaptonaphthalene, 20.6 g. (0.15 mole) of potassium carbonate and 300 ml. of pyridine is heated at 50° C. for 1 hour, then 5 g. of cuprous chloride is added and the stirred mixture is heated at reflux for 18 hours. The mixture is poured into 1.2 liters of water and filtered. The filtrate is acidified and the resulting mixture is extracted into methylene chloride. The extracts are dried, concentrated, ... The reactants are CC(C)N=C=O, ClCCl, Cl, NC(CC(=O)O)c1ccccc1. Product: CC(C)NC(=O)NC(CC(=O)O)c1ccccc1. Reaction SMILES: [CH:13]([CH3:14])([CH3:15])[N:16]=[C:17]=[O:18].[Cl:19][CH2:20][Cl:21].[ClH:22].[NH2:1][CH:2]([CH2:3][C:4](=[O:5])[OH:6])[c:7]1[cH:8][cH:9][cH:10][cH:11][cH:12]1>>[NH:1]([CH:2]([CH2:3][C:4](=[O:5])[OH:6])[c:7]1[cH:8][cH:9][cH:10][cH:11][cH:12]1)[C:17]([NH:16][CH:13]([CH3:14])[CH3:15])=[O:18]. Reactants: OCCOCc1ccccc1, Cc1cc(O)ccc1[N+](=O)[O-], C1CCOC1, c1ccc(P(c2ccccc2)c2ccccc2)cc1. Yields the product Cc1cc(OCCOCc2ccccc2)ccc1[N+](=O)[O-]. Reaction SMILES: [CH2:12]([c:13]1[cH:14][cH:15][cH:16][cH:17][cH:18]1)[O:19][CH2:20][CH2:21][OH:22].[CH3:1][c:2]1[cH:3][c:4]([OH:5])[cH:6][cH:7][c:8]1[N+:9]([O-:10])=[O:11].[O:42]1[CH2:43][CH2:44][CH2:45][CH2:46]1.[c:23]1([P:24]([c:25]2[cH:26][cH:27][cH:28][cH:29][cH:30]2)[c:31]2[cH:32][cH:33][cH:34][cH:35][cH:36]2)[cH:37][cH:38][cH:39][cH:40][cH:41]1>>[CH3:1][c:2]1[cH:3][c:4]([O:5][CH2:21][CH2:20][O:19][CH2:12][c:13]2[cH:14][cH:15][cH:16][cH:17][cH:18]2)[cH:6][cH:7][c:8]1[N+:9]([O-:10])=[O:11].